Task: describe an organic reaction: reactants, conditions, products, and yield. Dataset: the Open Reaction Database (ORD), a public repository of structured organic reaction records Solvent: C(C)O (ethanol). The reactants are mixture, COC=1C=CC2=C(C1)[C@@]1([C@H](N(CC=C1)CCC)CO2)C (trans-9-methoxy-10b-methyl-4-propyl-3,4a,5,10b-tetrahydro-4H-[1]-benzopyrano[3,4-b]pyridine). Procedure details: A solution of 1.5 g of a mixture of cis and trans-9-methoxy-10b-methyl-4-propyl-3,4a,5,10b-tetrahydro-4H-[1]-benzopyrano[3,4-b]pyridine (Example 3b) in 30 ml of ethanol is hydrogenated at 3 atm. pressure in the presence of 500 mg of 10% palladium on charcoal catalyst for 3 hours to give cis and trans-9-methoxy-10b-methyl-4-propyl-1,2,3,4a,5,10b-hexahydro-4H-[1]-benzopyrano[3,4-b]pyridine as a mixture of isomers. As a reaction SMILES: [CH3:1][O:2][C:3]1[CH:4]=[CH:5][C:6]2[O:19][CH2:18][C@H:10]3[N:11]([CH2:15][CH2:16][CH3:17])[CH2:12][CH:13]=[CH:14][C@:9]3([CH3:20])[C:7]=2[CH:8]=1>C(O)C.[Pd]>[CH3:1][O:2][C:3]1[CH:4]=[CH:5][C:6]2[O:19][CH2:18][C@H:10]3[N:11]([CH2:15][CH2:16][CH3:17])[CH2:12][CH2:13][CH2:14][C@:9]3([CH3:20])[C:7]=2[CH:8]=1. The product is COC=1C=CC2=C(C1)[C@@]1([C@H](N(CCC1)CCC)CO2)C (trans-9-methoxy-10b-methyl-4-propyl-1,2,3,4a,5,10b-hexahydro-4H-[1]-benzopyrano[3,4-b]pyridine). The reagents and catalysts are [Pd] (palladium on charcoal).